Dataset: the Open Reaction Database (ORD), a public repository of structured organic reaction records. Task: describe an organic reaction: reactants, conditions, products, and yield Product: CN(C)CC=1C=C(OCCCCNC2=NC(=NN2)CC2=CC=CC=C2)C=CC1 (N-[4-[3-[(dimethylamino)methyl]phenoxy]butyl]-3-phenylmethyl-1H-1,2,4-triazole-5-amine). Procedure details: A solution of 4-[3-[(dimethylamino)methyl]phenoxy]butanal (0.5 g) and 3-phenyl methyl-1H-1,2,4-triazole-5-amine (0.39 g) in dry toluene (60 ml) was heated under reflux during 3 h. The solvent was evaporated and replaced with methanol (50 ml). Sodium borohydride (0.4 g) was added and the mixture was stirred at 20° during 2 h. The methanol was evaporated and the residue partitioned between water and ethyl acetate. The organic extract was evaporated and the residue was purified by column chromatogr... RXN SMILES: [CH3:1][N:2]([CH2:4][C:5]1[CH:6]=[C:7]([CH:14]=[CH:15][CH:16]=1)[O:8][CH2:9][CH2:10][CH2:11][CH:12]=O)[CH3:3].[C:17]1([C:23]2[N:27]=[C:26]([NH2:28])[N:25](C)[N:24]=2)[CH:22]=[CH:21][CH:20]=[CH:19][CH:18]=1.[C:30]1(C)C=CC=CC=1>>[CH3:1][N:2]([CH2:4][C:5]1[CH:6]=[C:7]([CH:14]=[CH:15][CH:16]=1)[O:8][CH2:9][CH2:10][CH2:11][CH2:12][NH:28][C:26]1[NH:25][N:24]=[C:23]([CH2:17][C:22]2[CH:30]=[CH:18][CH:19]=[CH:20][CH:21]=2)[N:27]=1)[CH3:3]. Starting materials: CN(C)CC=1C=C(OCCCC=O)C=CC1 (4-[3-[(dimethylamino)methyl]phenoxy]butanal), C1(=CC=CC=C1)C1=NN(C(=N1)N)C (3-phenyl methyl-1H-1,2,4-triazole-5-amine), C1(=CC=CC=C1)C (toluene). Conditions: time 2 hour. Reactants: alcohol, P(Br)(Br)Br (PBr3), BrCC=1OC(=CC1)C1=C(C=CC=C1)[N+](=O)[O-] (2-(bromomethyl)-5-(2-nitrophenyl)furan), N1C(=O)NC(=O)C=C1 (uracil), C([O-])([O-])=O.[K+].[K+] (potassium carbonate). Solvent: ClCCl (dichloromethane), CN(C)C=O (DMF). Run at temperature 25 celsius, time 12 hour. Yields the product [N+](=O)([O-])C1=C(C=CC=C1)C1=CC=C(O1)CN1C(NC(C=C1)=O)=O (1-((5-(2-Nitrophenyl)furan-2-yl)methyl)pyrimidine-2,4(1H,3H)-dione). Isolated yield 66.8%. As a reaction SMILES: P(Br)(Br)Br.Br[CH2:6][C:7]1[O:8][C:9]([C:12]2[CH:17]=[CH:16][CH:15]=[CH:14][C:13]=2[N+:18]([O-:20])=[O:19])=[CH:10][CH:11]=1.[NH:21]1[CH:28]=[CH:27][C:25](=[O:26])[NH:24][C:22]1=[O:23].C(=O)([O-])[O-].[K+].[K+]>ClCCl.CN(C=O)C>[N+:18]([C:13]1[CH:14]=[CH:15][CH:16]=[CH:17][C:12]=1[C:9]1[O:8][C:7]([CH2:6][N:21]2[CH:28]=[CH:27][C:25](=[O:26])[NH:24][C:22]2=[O:23])=[CH:11][CH:10]=1)([O-:20])=[O:19] |f:3.4.5|. Procedure: To a solution of alcohol in dichloromethane at 0° C. was added neat PBr3 in ice bath. The solution was allowed to warm to 25° C. and then stirred for 12 h. The reaction was quenched with ice and extracted with ethyl acetate. The combined organic layers were washed with H2O, sat. NaHCO3 and brine, and dried over anhydrous Na2SO4. After the solution was filtered and concentrated under reduced pressure, the crude compound was used for the subsequent alkylation without further purification. To a sol... Reactants: CCO, Cl, [Na+], [OH-], COC(=O)c1ccc(C(=O)Nc2cc3c4c(c2)CCCC4CCC3)cc1. Product: O=C(O)c1ccc(C(=O)Nc2cc3c4c(c2)CCCC4CCC3)cc1. RXN SMILES: [CH3:30][CH2:31][OH:32].[ClH:29].[Na+:28].[OH-:27].[cH:1]1[c:2]([NH:14][C:15](=[O:16])[c:17]2[cH:18][cH:19][c:20]([C:21](=[O:22])[O:23][CH3:24])[cH:25][cH:26]2)[cH:3][c:4]2[c:13]3[c:12]1[CH2:11][CH2:10][CH2:9][CH:8]3[CH2:7][CH2:6][CH2:5]2>>[cH:1]1[c:2]([NH:14][C:15](=[O:16])[c:17]2[cH:18][cH:19][c:20]([C:21](=[O:22])[OH:23])[cH:25][cH:26]2)[cH:3][c:4]2[c:13]3[c:12]1[CH2:11][CH2:10][CH2:9][CH:8]3[CH2:7][CH2:6][CH2:5]2. The reactants are C(=O)(OC(C)(C)C)N1CC(C1)I (1-Boc-3-iodoazetidine), C1(CC1)C1=CC=C(COC2=C(C=C(C=C2)I)OC)C=C1 (1-(4-cyclopropylbenzyloxy)-4-iodo-2-methoxybenzene), BrC(C)Br (dibromoethane), Cl[Si](C)(C)C (chlorotrimethylsilane), C1(CC1)C1=CC=C(COC2=C(C=C(C=C2)I)OC)C=C1 (1-(4-Cyclopropylbenzyloxy)-4-iodo-2-methoxybenzene), [Cl-].[Li+] (lithium chloride). Reagents/catalysts: [Zn] (zinc). Run in O1CCCC1 (tetrahydrofuran), O1CCCC1 (tetrahydrofuran), C1([P]([Pd][P](C2=CC=CC=C2)(C3=CC=CC=C3)C4=CC=CC=C4)(C5=CC=CC=C5)C6=CC=CC=C6)=CC=CC=C1 (bis(triphenylphosphine)palladium), O1CCCC1 (tetrahydrofuran). Conditions: temperature 70 celsius, time 10 minute. Yields the product C1(CC1)C1=CC=C(COC2=C(C=C(C=C2)C2CN(C2)C(=O)OC(C)(C)C)OC)C=C1 (tert-Butyl 3-[4-(4-cyclopropylbenzyloxy)-3-methoxyphenyl]azetidine-1-carboxylate). Reaction SMILES: [Cl-].[Li+].BrC(Br)C.Cl[Si](C)(C)C.[C:12]([N:19]1[CH2:22][CH:21](I)[CH2:20]1)([O:14][C:15]([CH3:18])([CH3:17])[CH3:16])=[O:13].[CH:24]1([C:27]2[CH:43]=[CH:42][C:30]([CH2:31][O:32][C:33]3[CH:38]=[CH:37][C:36](I)=[CH:35][C:34]=3[O:40][CH3:41])=[CH:29][CH:28]=2)[CH2:26][CH2:25]1>O1CCCC1.C1(C=CC=CC=1)[P](C1C=CC=CC=1)(C1C=CC=CC=1)[Pd][P](C1C=CC=CC=1)(C1C=CC=CC=1)C1C=CC=CC=1.[Zn]>[CH:24]1([C:27]2[CH:43]=[CH:42][C:30]([CH2:31][O:32][C:33]3[CH:38]=[CH:37][C:36]([CH:21]4[CH2:22][N:19]([C:12]([O:14][C:15]([CH3:18])([CH3:17])[CH3:16])=[O:13])[CH2:20]4)=[CH:35][C:34]=3[O:40][CH3:41])=[CH:29][CH:28]=2)[CH2:25][CH2:26]1 |f:0.1,^1:54,68|. Reported procedure: To a suspension of zinc (3.0 g) and lithium chloride (1.5 g) in THF (25 mL) were added dibromoethane (0.30 mL) and chlorotrimethylsilane (0.44 mL) at 70° C. under argon atmosphere. The mixture was stirred at 70° C. for 10 min. A solution of 1-Boc-3-iodoazetidine (9.8 g) in THF (10 mL) was added dropwise to the mixture at RT. The mixture was stirred at RT for 1 hr. To the mixture were added a solution of 1-(4-cyclopropylbenzyloxy)-4-iodo-2-methoxybenzene (5.3 g) prepared in (3) in THF (15 mL) and...